Dataset: the Open Reaction Database (ORD), a public repository of structured organic reaction records. Task: describe an organic reaction: reactants, conditions, products, and yield Reactants: CON=C(C(=O)NC1[C@@H]2N(C(=C(CS2)CSC=2SC=NN2)C(=O)O)C1=O)C=1N=C(SC1)NC(C(F)(F)F)=O (7-[2-Methoxyimino-2-{2-(2,2,2-trifluoroacetamido)-1,3-thiazol-4-yl}acetamido]-3-(1,3,4-thiadiazol-2-yl)thiomethyl-3-cephem-4-carboxylic acid), O.O.O.C(C)(=O)[O-].[Na+] (sodium acetate trihydrate), Cl (hydrochloric acid). Run in O (water). Run at time 15 hour. Yields the product CON=C(C(=O)NC1[C@@H]2N(C(=C(CS2)CSC=2SC=NN2)C(=O)O)C1=O)C=1N=C(SC1)N (7-[2-methoxyimino-2-(2-amino-1,3-thiazol-4-yl)acetamido]-3-(1,3,4-thiadiazol-2-yl)thiomethyl-3-cephem-4-carboxylic acid). The yield is 72.2%. As a reaction SMILES: [CH3:1][O:2][N:3]=[C:4]([C:27]1[N:28]=[C:29]([NH:32]C(=O)C(F)(F)F)[S:30][CH:31]=1)[C:5]([NH:7][CH:8]1[C:25](=[O:26])[N:10]2[C:11]([C:22]([OH:24])=[O:23])=[C:12]([CH2:15][S:16][C:17]3[S:18][CH:19]=[N:20][N:21]=3)[CH2:13][S:14][C@H:9]12)=[O:6].O.O.O.C([O-])(=O)C.[Na+].Cl>O>[CH3:1][O:2][N:3]=[C:4]([C:27]1[N:28]=[C:29]([NH2:32])[S:30][CH:31]=1)[C:5]([NH:7][CH:8]1[C:25](=[O:26])[N:10]2[C:11]([C:22]([OH:24])=[O:23])=[C:12]([CH2:15][S:16][C:17]3[S:18][CH:19]=[N:20][N:21]=3)[CH2:13][S:14][C@H:9]12)=[O:6] |f:1.2.3.4.5|. Procedure details: 7-[2-Methoxyimino-2-{2-(2,2,2-trifluoroacetamido)-1,3-thiazol-4-yl}acetamido]-3-(1,3,4-thiadiazol-2-yl)thiomethyl-3-cephem-4-carboxylic acid (syn isomer) (23 g) was suspended in a solution of sodium acetate trihydrate (74.8 g) in water (230 ml) and the suspension was stirred for 15 hours at ambient temperature. The reaction mixture was adjusted to pH 5.0 with conc. hydrochloric acid and insoluble material was filtered off. The filtrate was adjusted to pH 2.5 and precipitating crystals were colle... Starting materials: BrC1=CC=C(C#N)C=C1 (4-bromobenzonitrile), S-(−)-α-phenylethylalcohol, [H-].[Na+] (sodium hydride), C1(=CC=C(C=C1)P(C1(C(=C2C=CC=CC2=CC1)C1=CC=CC2=CC=CC=C12)P(C1=CC=C(C=C1)C)C1=CC=C(C=C1)C)C1=CC=C(C=C1)C)C (2,2-bis(di-p-tolylphosphino)-1,1-binaphthyl), C(C)(=O)OCC (ethyl acetate). The reagents and catalysts are C=1C=CC(=CC1)/C=C/C(=O)/C=C/C2=CC=CC=C2.C=1C=CC(=CC1)/C=C/C(=O)/C=C/C2=CC=CC=C2.C=1C=CC(=CC1)/C=C/C(=O)/C=C/C2=CC=CC=C2.[Pd].[Pd] (tris(dibenzylideneacetone)dipalladium(0)). The solvent is C1(=CC=CC=C1)C (toluene), O (water). Conditions: temperature 70 celsius, time 4 hour. Product: C1(=CC=CC=C1)C(C)OC1=CC=C(C#N)C=C1 (4-(1-phenyl-ethoxy)-benzonitrile). Yield: 26.0%. RXN SMILES: Br[C:2]1[CH:9]=[CH:8][C:5]([C:6]#[N:7])=[CH:4][CH:3]=1.[H-].[Na+].C1(C)C=CC(P(C2C=CC(C)=CC=2)[C:19]2(P(C3C=CC(C)=CC=3)C3C=CC(C)=CC=3)[CH2:28][CH:27]=[C:26]3[C:21](C=CC=C3)=[C:20]2[C:29]2[C:38]3C(=CC=CC=3)C=CC=2)=CC=1.C(OCC)(=[O:64])C>C1(C)C=CC=CC=1.C1C=CC(/C=C/C(/C=C/C2C=CC=CC=2)=O)=CC=1.C1C=CC(/C=C/C(/C=C/C2C=CC=CC=2)=O)=CC=1.C1C=CC(/C=C/C(/C=C/C2C=CC=CC=2)=O)=CC=1.[Pd].[Pd].O>[C:20]1([CH:29]([O:64][C:2]2[CH:9]=[CH:8][C:5]([C:6]#[N:7])=[CH:4][CH:3]=2)[CH3:38])[CH:21]=[CH:26][CH:27]=[CH:28][CH:19]=1 |f:1.2,6.7.8.9.10|. Reported procedure: To a solution of 4-bromobenzonitrile (500 mg, 2.75 mmol) and S-(−)-α-phenylethylalcohol (403 mg, 3.30 mmol) in toluene (5 mL) were added sodium hydride (220 mg, 5.49 mmol; 60% in oil), tris(dibenzylideneacetone)dipalladium(0) (38 mg, 0.0413 mmol) and 2,2-bis(di-p-tolylphosphino)-1,1-binaphthyl (67 mg, 0.099 mmol), and the solution was stirred at 70° C. for 4 hours. The reaction solution was allowed to room temperature, ethyl acetate and water were added for partitioning, the organic layer was wa... The reactants are ClC=1C=C(C=2N(C1)C=CN2)NC2=CC=C(C=N2)N2CCN(CC2)C(=O)OC(C)(C)C (tert-Butyl 4-(6-(6-chloroimidazo[1,2-a]pyridin-8-ylamino)pyridine-3-yl)piperazine-1-carboxylate). Solvent: Cl.O1CCOCC1 (HCl dioxane). Conditions: time 5 hour. The product is ClC=1C=C(C=2N(C1)C=CN2)NC2=NC=C(C=C2)N2CCNCC2 (6-Chloro-N-(5-(piperazin-1-yl)pyridine-2-yl)imidazo[1,2-a]pyridin-8-amine). Yield: 89.5%. Reaction SMILES: [Cl:1][C:2]1[CH:3]=[C:4]([NH:11][C:12]2[N:17]=[CH:16][C:15]([N:18]3[CH2:23][CH2:22][N:21](C(OC(C)(C)C)=O)[CH2:20][CH2:19]3)=[CH:14][CH:13]=2)[C:5]2[N:6]([CH:8]=[CH:9][N:10]=2)[CH:7]=1>Cl.O1CCOCC1>[Cl:1][C:2]1[CH:3]=[C:4]([NH:11][C:12]2[CH:13]=[CH:14][C:15]([N:18]3[CH2:23][CH2:22][NH:21][CH2:20][CH2:19]3)=[CH:16][N:17]=2)[C:5]2[N:6]([CH:8]=[CH:9][N:10]=2)[CH:7]=1 |f:1.2|. Reported procedure: Compound 102a (1.75 g, 4.08 mmol) was suspended in 4.0 M HCl/dioxane (10 mL) and stirred at room temperature for 5 h. It was then concentrated under reduced pressure to afford 102b (1.2 g, 81%). MS: [M+H]+ 329. The reactants are CC=1C=C(C(=O)O)C=C(N1)CC(C)C (2-methyl-6-(2-methyl-propyl)-isonicotinic acid), C(=C)(C)B1OB(OB(O1)C(=C)C)C(=C)C (2,4,6-triisopropenyl-cyclotriboroxane). Product: C(C)(C)C=1C=C(C(=O)O)C=C(N1)C (2-Isopropyl-6-methyl-isonicotinic acid). Reaction SMILES: [CH3:1][C:2]1[CH:3]=[C:4]([CH:8]=[C:9]([CH2:11][CH:12](C)C)[N:10]=1)[C:5]([OH:7])=[O:6].[C:15](B1OB(C(C)=C)OB(C(C)=C)O1)(C)=C>>[CH:11]([C:9]1[CH:8]=[C:4]([CH:3]=[C:2]([CH3:1])[N:10]=1)[C:5]([OH:7])=[O:6])([CH3:12])[CH3:15]. Reported procedure: The title compound is prepared in analogy to 2-methyl-6-(2-methyl-propyl)-isonicotinic acid using 2,4,6-triisopropenyl-cyclotriboroxane; LC-MS: tR=0.23 min; [M+1]+=180.44. Starting materials: COCOc1ccc(C2(C)COc3cc(OCOC)ccc3C2C#CCOc2ccc(CCC(O[SiH](C)C)C(C)(C)C)cc2)cc1, COc1ccc(C2(C)CSc3cc(OC)ccc3C2CCCCCCCCCO[Si](C)(C)C(C)(C)C)cc1. Product: COCOc1ccc(C2(C)COc3cc(OCOC)ccc3C2CCCOc2ccc(CCC(O[SiH](C)C)C(C)(C)C)cc2)cc1. Reaction SMILES: [C:1]([CH3:2])([CH3:3])([CH3:4])[CH:5]([CH2:6][CH2:7][c:8]1[cH:9][cH:10][c:11]([O:12][CH2:13][C:14]#[C:15][CH:16]2[C:17]([CH3:30])([c:31]3[cH:32][cH:33][c:34]([O:37][CH2:38][O:39][CH3:40])[cH:35][cH:36]3)[CH2:18][O:19][c:20]3[cH:21][c:22]([O:26][CH2:27][O:28][CH3:29])[cH:23][cH:24][c:25]32)[cH:41][cH:42]1)[O:43][SiH:44]([CH3:45])[CH3:46].[C:47]([Si:48]([CH3:49])([CH3:50])[O:51][CH2:52][CH2:53][CH2:54][CH2:55][CH2:56][CH2:57][CH2:58][CH2:59][CH2:60][CH:61]1[c:62]2[c:63]([cH:64][c:65]([O:66][CH3:67])[cH:68][cH:69]2)[S:70][CH2:71][C:72]1([c:73]1[cH:74][cH:75][c:76]([O:77][CH3:78])[cH:79][cH:80]1)[CH3:81])([CH3:82])([CH3:83])[CH3:84]>>[C:1]([CH3:2])([CH3:3])([CH3:4])[CH:5]([CH2:6][CH2:7][c:8]1[cH:9][cH:10][c:11]([O:12][CH2:13][CH2:14][CH2:15][CH:16]2[C:17]([CH3:30])([c:31]3[cH:32][cH:33][c:34]([O:37][CH2:38][O:39][CH3:40])[cH:35][cH:36]3)[CH2:18][O:19][c:20]3[cH:21][c:22]([O:26][CH2:27][O:28][CH3:29])[cH:23][cH:24][c:25]32)[cH:41][cH:42]1)[O:43][SiH:44]([CH3:45])[CH3:46]. The reactants are C[O-], CCCCCC, CO, N#CN1CCC(c2nn(-c3ccc(C(F)(F)F)cc3)c3ccccc23)CC1, [Na+], O. Yields the product COC(=N)N1CCC(c2nn(-c3ccc(C(F)(F)F)cc3)c3ccccc23)CC1. RXN SMILES: [CH3:28][O-:29].[CH3:32][CH2:33][CH2:34][CH2:35][CH2:36][CH3:37].[CH3:38][OH:39].[F:1][C:2]([c:3]1[cH:4][cH:5][c:6](-[n:9]2[n:10][c:11]([CH:18]3[CH2:19][CH2:20][N:21]([C:24]#[N:25])[CH2:22][CH2:23]3)[c:12]3[cH:13][cH:14][cH:15][cH:16][c:17]23)[cH:7][cH:8]1)([F:26])[F:27].[Na+:30].[OH2:31]>>[F:1][C:2]([c:3]1[cH:4][cH:5][c:6](-[n:9]2[n:10][c:11]([CH:18]3[CH2:19][CH2:20][N:21]([C:24](=[NH:25])[O:29][CH3:28])[CH2:22][CH2:23]3)[c:12]3[cH:13][cH:14][cH:15][cH:16][c:17]23)[cH:7][cH:8]1)([F:26])[F:27]. RXN SMILES: [Br:14][CH2:15][CH2:16][O:17][c:18]1[c:19]2[cH:20][cH:21][c:22]([CH3:28])[n:23][c:24]2[cH:25][cH:26][cH:27]1.[C:29](=[O:30])([O-:31])[O-:32].[CH3:36][N:37]([CH3:38])[CH:39]=[O:40].[K+:33].[K+:34].[N:1]1([C:7](=[O:8])[O:9][C:10]([CH3:11])([CH3:12])[CH3:13])[CH2:2][CH2:3][NH:4][CH2:5][CH2:6]1.[OH2:35]>>[N:1]1([C:7](=[O:8])[O:9][C:10]([CH3:11])([CH3:12])[CH3:13])[CH2:2][CH2:3][N:4]([CH2:15][CH2:16][O:17][c:18]2[c:19]3[cH:20][cH:21][c:22]([CH3:28])[n:23][c:24]3[cH:25][cH:26][cH:27]2)[CH2:5][CH2:6]1. The reactants are Cc1ccc2c(OCCBr)cccc2n1, O=C([O-])[O-], CN(C)C=O, [K+], [K+], CC(C)(C)OC(=O)N1CCNCC1, O. Product: Cc1ccc2c(OCCN3CCN(C(=O)OC(C)(C)C)CC3)cccc2n1. Reaction SMILES: [O:1]([C:8]1[CH:15]=[CH:14][CH:13]=[C:12]([NH2:16])[C:9]=1[CH2:10][NH2:11])[C:2]1[CH:7]=[CH:6][CH:5]=[CH:4][CH:3]=1.[C:17](N1C=CN=C1)(N1C=CN=C1)=[O:18]>O1CCCC1>[O:1]([C:8]1[CH:15]=[CH:14][CH:13]=[C:12]2[C:9]=1[CH2:10][NH:11][C:17](=[O:18])[NH:16]2)[C:2]1[CH:3]=[CH:4][CH:5]=[CH:6][CH:7]=1. Product: O(C1=CC=CC=C1)C1=C2CNC(NC2=CC=C1)=O (5-Phenoxy-3,4-dihydro-(1H)-quinazolin-2-one). Starting materials: product, O(C1=CC=CC=C1)C1=C(CN)C(=CC=C1)N (2-phenoxy-6-aminobenzyl amine), C(=O)(N1C=NC=C1)N1C=NC=C1 (1,1′-Carbonyldiimidazole). Reported procedure: The product of example 2b above, 2-phenoxy-6-aminobenzyl amine, (0.22 g 1.03 mol) was dissolved in dry tetrahydrofuran (8 mL) and stirred under argon at room temperature. 1,1′-Carbonyldiimidazole (0.2 g, 1.24 mmol) dissolved in dry tetrahydrofuran (2 mL) was added and the mixture stirred at room temperature. The solvent was evaporated in vacuo, to give the crude product which was flash chromatographed on silica gel eluted wit 0–10% methanol in methylene chloride to give the title compound as a w... Run in O1CCCC1 (tetrahydrofuran), O1CCCC1 (tetrahydrofuran).